Task: describe an organic reaction: reactants, conditions, products, and yield. Dataset: the Open Reaction Database (ORD), a public repository of structured organic reaction records Reactants: FC=1C(NC(N([C@H]2C[C@H](O)[C@@H](CO)O2)C1)=O)=O (2'-deoxy-5-fluorouridine), ClC=1C=C(CCl)C=CC1 (3-chlorobenzyl chloride), [OH-].[K+] (potassium hydroxide). Solvent: O (water), O1CCOCC1 (dioxane). Conditions: temperature 45 celsius, time 3 day. Reaction SMILES: [OH-].[K+].[F:3][C:4]1[C:5](=[O:19])[NH:6][C:7](=[O:18])[N:8]([CH:17]=1)[C@@H:9]1[O:16][C@H:13]([CH2:14][OH:15])[C@@H:11]([OH:12])[CH2:10]1.[Cl:20][C:21]1[CH:22]=[C:23]([CH:26]=[CH:27][CH:28]=1)[CH2:24]Cl>O.O1CCOCC1>[Cl:20][C:21]1[CH:22]=[C:23]([CH:26]=[CH:27][CH:28]=1)[CH2:24][O:12][C@@H:11]1[C@@H:13]([CH2:14][OH:15])[O:16][C@@H:9]([N:8]2[CH:17]=[C:4]([F:3])[C:5](=[O:19])[NH:6][C:7]2=[O:18])[CH2:10]1 |f:0.1|. The yield is 13.9%. Reported procedure: A 2.00 g quantity of potassium hydroxide was dissolved in a mixture of 75 ml of water and 40 ml of dioxane. To the solution were added 1.00 g of 2'-deoxy-5-fluorouridine and 2.50 g of 3-chlorobenzyl chloride, and the resulting mixture was stirred at 45° C. for 3 days. After the reaction, the same subsequent procedure as in Reference Examples 4 and 5 was carried out, and the residue was placed on a silica gel column to conduct a gradient elution with chloroform and mixtures of methanol (up to 2%)... Yields the product ClC=1C=C(CO[C@H]2C[C@@H](O[C@@H]2CO)N2C(=O)NC(=O)C(=C2)F)C=CC1 (3'-O-(3-chlorobenzyl)-2'-deoxy-5-fluorouridine).